From a dataset of the Open Reaction Database (ORD), a public repository of structured organic reaction records. describe an organic reaction: reactants, conditions, products, and yield The reactants are OC1=CC=2C(C3=CC=CC=C3C(C2C=C1)=O)=O (2-hydroxy-anthraquinone), lithio anion, O1CCCC1 (tetrahydrofuran), 2,6-dihydroxy, enamine, C(=O)O (formic acid). Reaction conditions: time 2 hour. The product is OC1=CC2=C(C3=CC=CC=C3C(=C2C=C1)C=O)C=O (2-hydroxy-9,10-anthracene dicarboxaldehyde). As a reaction SMILES: [OH:1][C:2]1[CH:15]=[CH:14][C:13]2[C:12](=O)[C:11]3[C:6](=[CH:7][CH:8]=[CH:9][CH:10]=3)[C:5](=O)[C:4]=2[CH:3]=1.[CH:18]([OH:20])=O.[O:21]1CCC[CH2:22]1>>[OH:1][C:2]1[CH:15]=[CH:14][C:13]2[C:4](=[C:5]([CH:18]=[O:20])[C:6]3[C:11]([C:12]=2[CH:22]=[O:21])=[CH:10][CH:9]=[CH:8][CH:7]=3)[CH:3]=1. Procedure details: In the same system as described for the 2,6-dihydroxy analog, a solution of 0.01 mole of the silated 2-hydroxy-anthraquinone in tetrahydrofuran is treated slowly with a solution of 0.01 mole of the same lithio anion. The reaction is allowed to proceed for two hours at room temperature. This solution of the enamine is hydrolyzed at room temperature by addition of 20 ml. of 90% formic acid solution. The reaction mixture is filtered, washed with water, dried and recrystallized from toluene giving 2...